This data is from the Open Reaction Database (ORD), a public repository of structured organic reaction records. The task is: describe an organic reaction: reactants, conditions, products, and yield Reported procedure: BOC-L-Ala (567 mg, 2 mMol) and HOBT.H2O (505 mg, 3.3 mMol) were dissolved in 5 ml CH2Cl2 and 5 ml DMF, then treated with 1,3-dicyclohexylcarbodiimide (DCC, 680 mg, 3.3 mMol). The resulting solution was stirred at RT for one hour, then treated dropwise with a solution that contained 421 mg (3.3 mMol) of serinol hydrochloride (Aldrich) and 333 mg (3.3 mMol) of N-methylmorpholine in 5 ml of DMF. The reaction mixture was stirred at RT for 20 hours, then treated with 0.5 ml of glacial acetic acid and... Reaction SMILES: [NH:1]([C:7]([O:9][C:10]([CH3:13])([CH3:12])[CH3:11])=[O:8])[C@H:2]([C:4]([OH:6])=O)[CH3:3].C1C=CC2N([OH:23])N=NC=2C=1.O.C1(N=C=NC2CCCCC2)CCCCC1.Cl.[NH2:41][CH:42]([CH2:45][OH:46])[CH2:43][OH:44].CN1CCOCC1>C(Cl)Cl.CN(C=O)C.C(O)(=O)C>[NH:1]([C:7]([O:9][C:10]([CH3:13])([CH3:12])[CH3:11])=[O:8])[C@H:2]([C:4]([NH:41][C@H:42]([C:45]([OH:23])=[O:46])[CH2:43][OH:44])=[O:6])[CH3:3] |f:4.5|. Reactants: N([C@@H](C)C(=O)O)C(=O)OC(C)(C)C (BOC-L-Ala), Cl.NC(CO)CO (serinol hydrochloride), C1(CCCCC1)N=C=NC1CCCCC1 (1,3-dicyclohexylcarbodiimide), O (H2O), C=1C=CC2=C(C1)N=NN2O (HOBT), CN1CCOCC1 (N-methylmorpholine). Solvent: C(C)(=O)O (acetic acid), CN(C)C=O (DMF), C(Cl)Cl (CH2Cl2), CN(C)C=O (DMF). Run at time 1 hour. Product: N([C@@H](C)C(=O)N[C@@H](CO)C(=O)O)C(=O)OC(C)(C)C (BOC-L-Ala-SerOH). The reactants are C(C)(=O)OCC1=C(C(=CC=C1)[N+](=O)[O-])C (2-methyl-3-nitrophenylmethyl acetate). Reagents/catalysts: [Pd]=O (palladium oxide). Run in CO (methanol). Yields the product C(C)(=O)OCC1=C(C(=CC=C1)N)C (3-amino-2-methylphenylmethyl acetate). The yield is 97.6%. As a reaction SMILES: [C:1]([O:4][CH2:5][C:6]1[CH:11]=[CH:10][CH:9]=[C:8]([N+:12]([O-])=O)[C:7]=1[CH3:15])(=[O:3])[CH3:2]>CO.[Pd]=O>[C:1]([O:4][CH2:5][C:6]1[CH:11]=[CH:10][CH:9]=[C:8]([NH2:12])[C:7]=1[CH3:15])(=[O:3])[CH3:2]. Procedure: Using a Parr hydrogenator, 30.0 g (0.143 mol) of 2-methyl-3-nitrophenylmethyl acetate in 250 mL of methanol was hydrogenated in the presence of 0.5 g of palladium oxide on charcoal to give 25.0 g of 3-amino-2-methylphenylmethyl acetate. Reactants: C1CCOC1, CN1CCOCC1, NC1CC1, CCOC(=O)Cl, O=C(O)CNc1cccc2c1C(=O)N(C1CCC(=O)NC1=O)C2=O. Yields the product O=C1CCC(N2C(=O)c3cccc(NCC(=O)NC4CC4)c3C2=O)C(=O)N1. As a reaction SMILES: [CH2:42]1[O:43][CH2:44][CH2:45][CH2:46]1.[CH3:1][N:2]1[CH2:3][CH2:4][O:5][CH2:6][CH2:7]1.[CH:38]1([NH2:41])[CH2:39][CH2:40]1.[Cl:32][C:33]([O:34][CH2:35][CH3:36])=[O:37].[O:8]=[C:9]1[NH:10][C:11](=[O:31])[CH2:12][CH2:13][CH:14]1[N:15]1[C:16](=[O:30])[c:17]2[cH:18][cH:19][cH:20][c:21]([NH:25][CH2:26][C:27](=[O:28])[OH:29])[c:22]2[C:23]1=[O:24]>>[O:8]=[C:9]1[NH:10][C:11](=[O:31])[CH2:12][CH2:13][CH:14]1[N:15]1[C:16](=[O:30])[c:17]2[cH:18][cH:19][cH:20][c:21]([NH:25][CH2:26][C:27](=[O:28])[NH:41][CH:38]3[CH2:39][CH2:40]3)[c:22]2[C:23]1=[O:24]. Reactants: CSSC (dimethyl disulfide), C1=CC=CC2=CC3=CC=CC=C3C=C12 (anthracene), CSSC (dimethyl disulfide), C1=CC=CC2=CC3=CC=CC=C3C=C12 (anthracene), CSSC (dimethyl disulfide). The reagents and catalysts are [N+](=O)([O-])[O-].[Ag+] (AgNO3). The solvent is C(C)#N (acetonitrile), C(C)#N (acetonitrile). Reported procedure: For example, in acetonitrile, dimethyl disulfide shows an irreversible first oxidation peak at 1.05 V vs Ag/O.1M AgNO3 in acetonitrile reference electrode using the technique of cyclic voltimetry. The oxidation peak of anthracene is about 400 mV more positive than that for dimethyl disulfide. Consequently, pursuant to this invention, dimethyl disulfide can be selectively oxidized electrolytically in the presence of anthracene to produce the organothiated product, 9-methylthioanthracene, in very ... Product: CSC=1C2=CC=CC=C2C=C2C=CC=CC12 (9-methylthioanthracene). Reaction SMILES: [CH3:1][S:2]SC.[CH:5]1[C:18]2[C:9](=[CH:10][C:11]3[C:16]([CH:17]=2)=[CH:15][CH:14]=[CH:13][CH:12]=3)[CH:8]=[CH:7][CH:6]=1>C(#N)C.[N+]([O-])([O-])=O.[Ag+]>[CH3:1][S:2][C:17]1[C:18]2[C:9]([CH:10]=[C:11]3[C:16]=1[CH:15]=[CH:14][CH:13]=[CH:12]3)=[CH:8][CH:7]=[CH:6][CH:5]=2 |f:3.4|. Starting materials: C[Si](C)(C)C#CC=1C=C(C(=O)NC2=CC(=C(C=C2)CN2CCN(CC2)C)C(F)(F)F)C=CC1C (3-trimethylsilylethynyl-4-methyl-N-[4-((4-methylpiperazin-1-yl)methyl)-3-trifluoromethylphenyl]benzamide), C([O-])([O-])=O.[K+].[K+] (potassium carbonate). Solvent: CO (methanol), CO (methanol). Conditions: time 3 hour. The product is C(#C)C=1C=C(C(=O)NC2=CC(=C(C=C2)CN2CCN(CC2)C)C(F)(F)F)C=CC1C (3-ethynyl-4-methyl-N-[4-((4-methylpiperazin-1-yl)methyl)-3-trifluoromethylphenyl]benzamide). Reaction SMILES: C[Si]([C:5]#[C:6][C:7]1[CH:8]=[C:9]([CH:31]=[CH:32][C:33]=1[CH3:34])[C:10]([NH:12][C:13]1[CH:18]=[CH:17][C:16]([CH2:19][N:20]2[CH2:25][CH2:24][N:23]([CH3:26])[CH2:22][CH2:21]2)=[C:15]([C:27]([F:30])([F:29])[F:28])[CH:14]=1)=[O:11])(C)C.C(=O)([O-])[O-].[K+].[K+]>CO>[C:6]([C:7]1[CH:8]=[C:9]([CH:31]=[CH:32][C:33]=1[CH3:34])[C:10]([NH:12][C:13]1[CH:18]=[CH:17][C:16]([CH2:19][N:20]2[CH2:21][CH2:22][N:23]([CH3:26])[CH2:24][CH2:25]2)=[C:15]([C:27]([F:28])([F:30])[F:29])[CH:14]=1)=[O:11])#[CH:5] |f:1.2.3|. Procedure: The product (1.59 g, 3.3 mmol) obtained from Step 2, potassium carbonate (1.82 g, 13.2 mmol) and 20 ml methanol were mixed in a reactor, and stirred at room temperature under the protection of an inert gas atmosphere for 3 hours. After completion of the reaction, methanol was removed on a rotary evaporator and the mixture was extracted with ethyl acetate and water. The organic layers were combined, washed with a saturated NaCl solution, and dried over anhydrous Na2SO4. The organic solution was c... Starting materials: CCc1nc2nc(C)cc(C)c2[nH]1, CN(C)C=O, CCOC(C)=O, Cc1ccccc1, O=[N+]([O-])c1ccccc1-c1cc(Cl)c2cc(CBr)ccc2n1, [H-], [Na+], O. Product: CCc1nc2c(C)cc(C)nc2n1Cc1ccc2nc(-c3ccccc3[N+](=O)[O-])cc(Cl)c2c1. As a reaction SMILES: [CH2:6]([CH3:7])[c:8]1[nH:9][c:10]2[c:11]([n:12][c:13]([CH3:17])[cH:14][c:15]2[CH3:16])[n:18]1.[CH3:1][N:2]([CH3:3])[CH:4]=[O:5].[CH3:43][CH2:44][O:45][C:46](=[O:47])[CH3:48].[CH3:50][c:51]1[cH:52][cH:53][cH:54][cH:55][cH:56]1.[Cl:21][c:22]1[cH:23][c:24](-[c:34]2[c:35]([N+:40](=[O:41])[O-:42])[cH:36][cH:37][cH:38][cH:39]2)[n:25][c:26]2[cH:27][cH:28][c:29]([CH2:32][Br:33])[cH:30][c:31]12.[H-:19].[Na+:20].[OH2:49]>>[CH2:6]([CH3:7])[c:8]1[n:9][c:10]2[c:11]([n:12][c:13]([CH3:17])[cH:14][c:15]2[CH3:16])[n:18]1[CH2:32][c:29]1[cH:28][cH:27][c:26]2[n:25][c:24](-[c:34]3[c:35]([N+:40](=[O:41])[O-:42])[cH:36][cH:37][cH:38][cH:39]3)[cH:23][c:22]([Cl:21])[c:31]2[cH:30]1. The reactants are [Cl-].O[NH3+] (hydroxylammonium chloride), C(O)([O-])=O.[Na+] (sodium hydrogen carbonate), CS(=O)C (dimethyl sulfoxide), OC(COC1CCC(CC1)N1C=2N(C(=C(C1=O)CC1=CC=C(C=C1)C=1C(=CC=CC1)C#N)CCC)N=CN2)(C)C (4′-({4-[4-(2-hydroxy-2-methylpropoxy)cyclohexyl]-5-oxo-7-propyl-4,5-dihydro[1,2,4]triazolo[1,5-a]pyrimidin-6-yl}methyl)biphenyl-2-carbonitrile). The solvent is C(C)(=O)OCC (ethyl acetate). Run at temperature 40 celsius, time 30 minute. The product is OC(CO[C@H]1CC[C@H](CC1)N1C=2N(C(=C(C1=O)CC1=CC=C(C=C1)C1=C(C=CC=C1)C1=NOC(N1)=O)CCC)N=CN2)(C)C (4-[cis-4-(2-hydroxy-2-methylpropoxy)cyclohexyl]-6-{[2′-(5-oxo-4,5-dihydro-1,2,4-oxadiazol-3-yl)biphenyl-4-yl]methyl}-7-propyl[1,2,4]triazolo[1,5-a]pyrimidin-5(4H)-one). Yield: 44.4%. As a reaction SMILES: [Cl-].O[NH3+:3].[C:4](=[O:7])([O-])[OH:5].[Na+].CS(C)=O.[OH:13][C:14]([CH3:52])([CH3:51])[CH2:15][O:16][CH:17]1[CH2:22][CH2:21][CH:20]([N:23]2[C:28](=[O:29])[C:27]([CH2:30][C:31]3[CH:36]=[CH:35][C:34]([C:37]4[C:38]([C:43]#[N:44])=[CH:39][CH:40]=[CH:41][CH:42]=4)=[CH:33][CH:32]=3)=[C:26]([CH2:45][CH2:46][CH3:47])[N:25]3[N:48]=[CH:49][N:50]=[C:24]23)[CH2:19][CH2:18]1>C(OCC)(=O)C>[OH:13][C:14]([CH3:51])([CH3:52])[CH2:15][O:16][C@@H:17]1[CH2:22][CH2:21][C@H:20]([N:23]2[C:28](=[O:29])[C:27]([CH2:30][C:31]3[CH:36]=[CH:35][C:34]([C:37]4[CH:42]=[CH:41][CH:40]=[CH:39][C:38]=4[C:43]4[NH:3][C:4](=[O:7])[O:5][N:44]=4)=[CH:33][CH:32]=3)=[C:26]([CH2:45][CH2:46][CH3:47])[N:25]3[N:48]=[CH:49][N:50]=[C:24]23)[CH2:19][CH2:18]1 |f:0.1,2.3|. Reported procedure: A mixture of hydroxylammonium chloride (0.26 g), sodium hydrogen carbonate (0.42 g) and dimethyl sulfoxide (10 mL) was stirred at 40° C. for 30 min, 4′-({4-[4-(2-hydroxy-2-methylpropoxy)cyclohexyl]-5-oxo-7-propyl-4,5-dihydro[1,2,4]triazolo[1,5-a]pyrimidin-6-yl}methyl)biphenyl-2-carbonitrile (0.14 g) was added, and the mixture was stirred at 90° C. for 16 hr. The reaction mixture was diluted with ethyl acetate, washed with water and then with saturated brine, and dried over anhydrous magnesium su...